From a dataset of the Open Reaction Database (ORD), a public repository of structured organic reaction records. describe an organic reaction: reactants, conditions, products, and yield Starting materials: O=C[C@H](O)[C@@H](O)[C@H](O)[C@H](O)CO.CC(=O)C.CC(=O)C (diacetone-D-glucose), N1=CC=CC=C1 (pyridine), ClC(=O)OC(C)Cl (1-chloroethyl chloroformate). The solvent is C(Cl)Cl (methylene chloride), C(Cl)Cl (methylene chloride). Reaction conditions: temperature -78 celsius, time 1.5 hour. The product is C(OC(C)Cl)(O[C@@H]1[C@@H](O[C@@H]2[C@H]1OC(O2)(C)C)[C@H]2OC(OC2)(C)C)=O (1-chloroethyl (3aS,5S,6R,6aS)-5-((S)-2,2-dimethyl-1,3-dioxolan-4-yl)-2,2-dimethyltetrahydrofuro[3,2-d][1,3]dioxol-6-yl carbonate). Isolated yield 97.0%. As a reaction SMILES: [O:1]=[CH:2][C@@H:3]([C@H:5]([C@@H:7]([C@@H:9]([CH2:11][OH:12])[OH:10])[OH:8])[OH:6])[OH:4].[CH3:13][C:14]([CH3:16])=O.[CH3:17][C:18]([CH3:20])=O.N1C=CC=CC=1.Cl[C:28]([O:30][CH:31]([Cl:33])[CH3:32])=[O:29]>C(Cl)Cl>[C:28](=[O:29])([O:6][C@H:5]1[C@@H:3]2[O:4][C:14]([CH3:16])([CH3:13])[O:1][C@@H:2]2[O:8][C@H:7]1[C@@H:9]1[CH2:11][O:12][C:18]([CH3:20])([CH3:17])[O:10]1)[O:30][CH:31]([Cl:33])[CH3:32] |f:0.1.2|. Procedure: To a solution of diacetone-D-glucose (1.56 g, 6 mmol) and pyridine (1.09 g, 1.12 mL, 13.8 mmol) in methylene chloride (6 mL) at −78° C. was added slowly a solution of 1-chloroethyl chloroformate (970 mg, 732 μl, 6.78 mmol) in methylene chloride (4 mL). After addition, the reaction mixture was allowed to stir at −78° C. for 1.5 h. Then the cold bath was removed and the reaction mixture was warmed up to room temperature. The reaction mixture was concentrated in vacuo and taken up in diethyl ether.... The reactants are CN(C)C=O, CCN(C(C)C)C(C)C, CCOC(=O)c1cnc2c(F)ccc(F)c2c1Cl, FC(F)(F)c1cccc(S)c1, O. Product: CCOC(=O)c1cnc2c(F)ccc(F)c2c1Sc1cccc(C(F)(F)F)c1. As a reaction SMILES: [CH3:40][N:41]([CH3:42])[CH:43]=[O:44].[CH:30]([N:31]([CH:32]([CH3:33])[CH3:34])[CH2:35][CH3:36])([CH3:37])[CH3:38].[Cl:1][c:2]1[c:3]([C:14](=[O:15])[O:16][CH2:17][CH3:18])[cH:4][n:5][c:6]2[c:7]([F:13])[cH:8][cH:9][c:10]([F:12])[c:11]12.[F:19][C:20]([c:21]1[cH:22][c:23]([SH:27])[cH:24][cH:25][cH:26]1)([F:28])[F:29].[OH2:39]>>[c:2]1([S:27][c:23]2[cH:22][c:21]([C:20]([F:19])([F:28])[F:29])[cH:26][cH:25][cH:24]2)[c:3]([C:14](=[O:15])[O:16][CH2:17][CH3:18])[cH:4][n:5][c:6]2[c:7]([F:13])[cH:8][cH:9][c:10]([F:12])[c:11]12. Starting materials: CCCCNC(=O)C(C)CC(O)C1CC(C)CCCCCCCC(NC(=O)OC(C)(C)C)C(=O)NC(C)C(=O)N1, CC(=O)Cl, Cl, C1COCCO1. Product: CCCCNC(=O)C(C)CC(O)C1CC(C)CCCCCCCC(NC(C)=O)C(=O)NC(C)C(=O)N1. Reaction SMILES: [C:1]([O:2][C:3](=[O:4])[NH:7][CH:8]1[C:9](=[O:39])[NH:10][CH:11]([CH3:38])[C:12](=[O:37])[NH:13][CH:14]([CH:25]([CH2:26][CH:27]([CH3:28])[C:29]([NH:30][CH2:31][CH2:32][CH2:33][CH3:34])=[O:35])[OH:36])[CH2:15][CH:16]([CH3:24])[CH2:17][CH2:18][CH2:19][CH2:20][CH2:21][CH2:22][CH2:23]1)([CH3:5])([CH3:6])[CH3:40].[CH3:41][C:42]([Cl:43])=[O:44].[ClH:45].[O:46]1[CH2:47][CH2:48][O:49][CH2:50][CH2:51]1>>[NH:7]([CH:8]1[C:9](=[O:39])[NH:10][CH:11]([CH3:38])[C:12](=[O:37])[NH:13][CH:14]([CH:25]([CH2:26][CH:27]([CH3:28])[C:29]([NH:30][CH2:31][CH2:32][CH2:33][CH3:34])=[O:35])[OH:36])[CH2:15][CH:16]([CH3:24])[CH2:17][CH2:18][CH2:19][CH2:20][CH2:21][CH2:22][CH2:23]1)[C:42]([CH3:41])=[O:44].